Task: describe an organic reaction: reactants, conditions, products, and yield. Dataset: the Open Reaction Database (ORD), a public repository of structured organic reaction records Starting materials: C(C)(=O)C(CCCCCCC(=O)OCC)CCCC(C(CCCC)(C)C)OC(C)=O (ethyl 8-acetyl-12-acetoxy-13,13-dimethylheptadecanoate), C(C)(=O)C(CCCCCCC(=O)OCC)CCCC(CCCCC)OC(C)=O (ethyl 8-acetyl-12-acetoxyheptadecanoate). Procedure: This compound is prepared as described in Example 1, Step D, except that ethyl 8-acetyl-12-acetoxy-13,13-dimethylheptadecanoate is substituted for ethyl 8-acetyl-12-acetoxyheptadecanoate. The product is purified by chromatography on silica gel with 2% methanol in chloroform as eluant and is obtained as a colorless viscous oil. Product: C(C)(=O)C(CCCCCCC(=O)O)CCCC(C(CCCC)(C)C)O (8-Acetyl-12-hydroxy-13,13-dimethylheptadecanoic Acid). RXN SMILES: [C:1]([CH:4]([CH2:16][CH2:17][CH2:18][CH:19]([O:27]C(=O)C)[C:20]([CH3:26])([CH3:25])[CH2:21][CH2:22][CH2:23][CH3:24])[CH2:5][CH2:6][CH2:7][CH2:8][CH2:9][CH2:10][C:11]([O:13]CC)=[O:12])(=[O:3])[CH3:2].C(C(CCCC(OC(=O)C)CCCCC)CCCCCCC(OCC)=O)(=O)C>>[C:1]([CH:4]([CH2:16][CH2:17][CH2:18][CH:19]([OH:27])[C:20]([CH3:26])([CH3:25])[CH2:21][CH2:22][CH2:23][CH3:24])[CH2:5][CH2:6][CH2:7][CH2:8][CH2:9][CH2:10][C:11]([OH:13])=[O:12])(=[O:3])[CH3:2]. Starting materials: [Br-], C1CCOC1, CCOP(=O)(OCC)N1C2CCN(C(=O)OCc3ccccc3)CC21, C[Mg+], [Cu]I. The product is CCOP(=O)(NC1CN(C(=O)OCc2ccccc2)CCC1C)OCC. RXN SMILES: [Br-:1].[CH2:29]1[O:30][CH2:31][CH2:32][CH2:33]1.[CH2:4]([CH3:5])[O:6][P:7](=[O:8])([O:9][CH2:10][CH3:11])[N:12]1[CH:13]2[CH2:14][CH2:15][N:16]([C:19](=[O:20])[O:21][CH2:22][c:23]3[cH:24][cH:25][cH:26][cH:27][cH:28]3)[CH2:17][CH:18]12.[CH3:2][Mg+:3].[Cu:34][I:35]>>[CH3:2][CH:13]1[CH2:14][CH2:15][N:16]([C:19](=[O:20])[O:21][CH2:22][c:23]2[cH:24][cH:25][cH:26][cH:27][cH:28]2)[CH2:17][CH:18]1[NH:12][P:7]([O:6][CH2:4][CH3:5])(=[O:8])[O:9][CH2:10][CH3:11]. The reactants are COc1ccc(-c2cncc(C#N)c2O)cc1OC, [Na+], [OH-], O=P(Cl)(Cl)Cl. Yields the product COc1ccc(-c2cncc(C#N)c2Cl)cc1OC. Reaction SMILES: [CH3:1][O:2][c:3]1[cH:4][c:5](-[c:11]2[cH:12][n:13][cH:14][c:15]([C:16]#[N:17])[c:18]2[OH:19])[cH:6][cH:7][c:8]1[O:9][CH3:10].[Na+:21].[OH-:20].[P:22]([Cl:23])([Cl:24])([Cl:25])=[O:26]>>[CH3:1][O:2][c:3]1[cH:4][c:5](-[c:11]2[cH:12][n:13][cH:14][c:15]([C:16]#[N:17])[c:18]2[Cl:24])[cH:6][cH:7][c:8]1[O:9][CH3:10]. The reactants are ClCC1=CC=C2C=CC(OC2=C1)=O (7-Chloromethyl-chromen-2-one), compound A1, COC=1C=C(C=CC1OC)C1=NN(C([C@@H]2CC=CC[C@H]12)=O)C1CCN(CC1)C1=CC=C(C=C1)[N+](=O)[O-] ((4aS,8aR)-4-(3,4-Dimethoxyphenyl)-2-[1-(4-nitro-phenyl)-piperidin-4-yl]-4a,5,8,8a-tetrahydro-2H-phthalazin-1-one). Solvent: O (water). Product: Cl.COC=1C=C(C=CC1OC)C1=NN(C([C@@H]2CC=CC[C@H]12)=O)C1CCN(CC1)CC1=CC=C2C=CC(OC2=C1)=O ((4aS,8aR)-4-(3,4-Dimethoxyphenyl)-2-[1-(2-oxo-2H-chromen-7-ylmethyl)-piperidin-4-yl]-4a,5,8,8a-tetrahydro-2H-phthalazin-1-one hydrochloride). RXN SMILES: [Cl:1][CH2:2][C:3]1[CH:12]=[C:11]2[C:6]([CH:7]=[CH:8][C:9](=[O:13])[O:10]2)=[CH:5][CH:4]=1.[CH3:14][O:15][C:16]1[CH:17]=[C:18]([C:24]2[C@@H:33]3[C@@H:28]([CH2:29][CH:30]=[CH:31][CH2:32]3)[C:27](=[O:34])[N:26]([CH:35]3[CH2:40][CH2:39][N:38](C4C=CC([N+]([O-])=O)=CC=4)[CH2:37][CH2:36]3)[N:25]=2)[CH:19]=[CH:20][C:21]=1[O:22][CH3:23]>O>[ClH:1].[CH3:14][O:15][C:16]1[CH:17]=[C:18]([C:24]2[C@@H:33]3[C@@H:28]([CH2:29][CH:30]=[CH:31][CH2:32]3)[C:27](=[O:34])[N:26]([CH:35]3[CH2:40][CH2:39][N:38]([CH2:2][C:3]4[CH:12]=[C:11]5[C:6]([CH:7]=[CH:8][C:9](=[O:13])[O:10]5)=[CH:5][CH:4]=4)[CH2:37][CH2:36]3)[N:25]=2)[CH:19]=[CH:20][C:21]=1[O:22][CH3:23] |f:3.4|. Procedure: Prepared from 7-Chloromethyl-chromen-2-one and starting compound A1 as described for compound 11. After the addition of water, the mixture is extracted with diethyl ether. The ether solution is dried over magnesium sulfate. After the addition of a saturated solution of hydrochloric acid in ether, the compound precipitates. M.p. 264-267° C. Starting materials: O(C1=CC=CC=C1)CC1=NN2C(C(NCC2)=O)=C1 (2-phenoxymethyl-6,7-dihydro-5H-pyrazolo[1,5-a]pyrazin-4-one), C(C)OC(=O)C=1NN=C(C1)COC1=CC=CC=C1 (5-phenoxymethyl-2H-pyrazole-3-carboxylic acid ethyl ester), C(C)(C)(C)OC(NCC(C)O)=O (rac-2-hydroxy-propyl-carbamic acid tert-butyl ester), C(C)OC(=O)C=1N(N=C(C1)COC1=CC=CC=C1)CC(C)NC(=O)OC(C)(C)C ((rac)-2-(2-tert-butoxycarbonylamino-propyl)-5-phenoxymethyl-2H-pyrazole-3-carboxylic acid ethyl ester). Product: CC1CNC(C=2N1N=C(C2)COC2=CC=CC=C2)=O (rac-7-methyl-2-phenoxymethyl-6,7-dihydro-5H-pyrazolo[1,5-a]pyrazin-4-one). RXN SMILES: C(O[C:4]([C:6]1[NH:7][N:8]=[C:9]([CH2:11][O:12][C:13]2[CH:18]=[CH:17][CH:16]=[CH:15][CH:14]=2)[CH:10]=1)=[O:5])C.C(OC(=O)[NH:25][CH2:26][CH:27](O)[CH3:28])(C)(C)C.C(OC(C1N(CC(NC(OC(C)(C)C)=O)C)N=C(COC2C=CC=CC=2)C=1)=O)C.O(CC1C=C2C(=O)NCCN2N=1)C1C=CC=CC=1>>[CH3:28][CH:27]1[N:7]2[N:8]=[C:9]([CH2:11][O:12][C:13]3[CH:14]=[CH:15][CH:16]=[CH:17][CH:18]=3)[CH:10]=[C:6]2[C:4](=[O:5])[NH:25][CH2:26]1. Reported procedure: The compound was prepared from 5-phenoxymethyl-2H-pyrazole-3-carboxylic acid ethyl ester and rac-2-hydroxy-propyl-carbamic acid tert-butyl ester using the methods described in the preceding examples 7 ((rac)-2-(2-tert-butoxycarbonylamino-propyl)-5-phenoxymethyl-2H-pyrazole-3-carboxylic acid ethyl ester) and 6 (2-phenoxymethyl-6,7-dihydro-5H-pyrazolo[1,5-a]pyrazin-4-one). Reactants: NC=1C(=NC2=CC=C(C=C2N1)C)Cl (3-amino-2-chloro-6-methylquinoxaline), C[O-].[Na+] (sodium methoxide). The solvent is O1CCCC1 (tetrahydrofuran), CO (methanol). Run at time 60 minute. Product: NC=1C(=NC2=CC=C(C=C2N1)C)OC (3-Amino-2-methoxy-6-methylquinoxaline). Yield: 86.9%. As a reaction SMILES: [NH2:1][C:2]1[C:3](Cl)=[N:4][C:5]2[C:10]([N:11]=1)=[CH:9][C:8]([CH3:12])=[CH:7][CH:6]=2.[CH3:14][O-:15].[Na+]>O1CCCC1.CO>[NH2:1][C:2]1[C:3]([O:15][CH3:14])=[N:4][C:5]2[C:10]([N:11]=1)=[CH:9][C:8]([CH3:12])=[CH:7][CH:6]=2 |f:1.2|. Procedure: To 3-amino-2-chloro-6-methylquinoxaline (550 mg, 2.84 mmol) dissolved in tetrahydrofuran (30 ml), 25 wt % sodium methoxide (6.14 g, 28.4 mmol) in methanol was added at room temperature and stirred further at room temperature for 60 minutes. The resulting mixture was concentrated under the reduced pressure to remove the solvent. The product was extracted with dichloromethane and the organic layer was washed with water and dried over MgSO4. After concentration under the reduced pressure, the crude... Reactants: O=C([O-])O, Cc1ccc(-c2cc(C3(O)CCC4(CC3)OCCO4)nn2-c2ccc(Cl)cc2)cc1, Cl, [Na+], C1CCOC1. Product: Cc1ccc(-c2cc(C3(O)CCC(=O)CC3)nn2-c2ccc(Cl)cc2)cc1. Reaction SMILES: [C:31](=[O:32])([O-:33])[OH:34].[Cl:1][c:2]1[cH:3][cH:4][c:5](-[n:8]2[n:9][c:10]([C:20]3([OH:30])[CH2:21][CH2:22][C:23]4([O:24][CH2:27][CH2:26][O:25]4)[CH2:28][CH2:29]3)[cH:11][c:12]2-[c:13]2[cH:14][cH:15][c:16]([CH3:19])[cH:17][cH:18]2)[cH:6][cH:7]1.[ClH:41].[Na+:35].[O:36]1[CH2:37][CH2:38][CH2:39][CH2:40]1>>[Cl:1][c:2]1[cH:3][cH:4][c:5](-[n:8]2[n:9][c:10]([C:20]3([OH:30])[CH2:21][CH2:22][C:23](=[O:24])[CH2:28][CH2:29]3)[cH:11][c:12]2-[c:13]2[cH:14][cH:15][c:16]([CH3:19])[cH:17][cH:18]2)[cH:6][cH:7]1. Product: C1(CC1)N(C(C1=CC=C(C=C1)C1=CN=CO1)=O)C1CCN(CC1)C1=NC(=NO1)C1CCOCC1 (N-Cyclopropyl-4-oxazol-5-yl-N-{1-[3-(tetrahydro-pyran-4-yl)-[1,2,4]oxadiazol-5-yl]-piperidin-4-yl}-benzamide). As a reaction SMILES: [C:1]([N:3]1[CH2:8][CH2:7][CH:6]([N:9]([CH:23]2[CH2:25][CH2:24]2)[C:10](=[O:22])[C:11]2[CH:16]=[CH:15][C:14]([C:17]3[O:21][CH:20]=[N:19][CH:18]=3)=[CH:13][CH:12]=2)[CH2:5][CH2:4]1)#[N:2].[OH:26][NH:27][C:28]([CH:30]1[CH2:35][CH2:34][O:33][CH2:32][CH2:31]1)=N>>[CH:23]1([N:9]([CH:6]2[CH2:5][CH2:4][N:3]([C:1]3[O:26][N:27]=[C:28]([CH:30]4[CH2:35][CH2:34][O:33][CH2:32][CH2:31]4)[N:2]=3)[CH2:8][CH2:7]2)[C:10](=[O:22])[C:11]2[CH:12]=[CH:13][C:14]([C:17]3[O:21][CH:20]=[N:19][CH:18]=3)=[CH:15][CH:16]=2)[CH2:25][CH2:24]1. Procedure details: The title compound is prepared from N-(1-cyano-piperidin-4-yl)-N-cyclopropyl-4-oxazol-5-yl-benzamide and N-hydroxy-tetrahydro-pyran-4-carboxamidine following a procedure analogous to that described in Example 1. LC (method 1): tR=1.10 min; Mass spectrum (ESI+): m/z=464 [M+H]+. The reactants are C(#N)N1CCC(CC1)N(C(C1=CC=C(C=C1)C1=CN=CO1)=O)C1CC1 (N-(1-cyano-piperidin-4-yl)-N-cyclopropyl-4-oxazol-5-yl-benzamide), ONC(=N)C1CCOCC1 (N-hydroxy-tetrahydro-pyran-4-carboxamidine). Reactants: COC(=O)c1cc(OC)c(C)c2c1Oc1c(C=O)c(O)cc(C)c1C(=O)O2, CN(C)P(=O)(N(C)C)N(C)C, Cl, [I-], [Li+]. The product is COc1cc(C(=O)O)c2c(c1C)OC(=O)c1c(C)cc(O)c(C=O)c1O2. RXN SMILES: [CH3:1][O:2][C:3](=[O:4])[c:5]1[cH:6][c:7]([O:26][CH3:27])[c:8]([CH3:25])[c:9]2[c:15]1[O:14][c:13]1[c:12]([c:19]([CH3:20])[cH:18][c:17]([OH:21])[c:16]1[CH:22]=[O:23])[C:11](=[O:24])[O:10]2.[CH3:31][N:32]([CH3:33])[P:34](=[O:35])([N:36]([CH3:37])[CH3:38])[N:39]([CH3:40])[CH3:41].[ClH:30].[I-:28].[Li+:29]>>[O:2]=[C:3]([OH:4])[c:5]1[cH:6][c:7]([O:26][CH3:27])[c:8]([CH3:25])[c:9]2[c:15]1[O:14][c:13]1[c:12]([c:19]([CH3:20])[cH:18][c:17]([OH:21])[c:16]1[CH:22]=[O:23])[C:11](=[O:24])[O:10]2.